From a dataset of the Open Reaction Database (ORD), a public repository of structured organic reaction records. describe an organic reaction: reactants, conditions, products, and yield Reaction SMILES: [Cl:1][C:2]1[CH:7]=[CH:6][CH:5]=[CH:4][C:3]=1[CH2:8][N:9]1[C:13]([CH:14]([CH3:20])[C:15]([O:17]CC)=[O:16])=[CH:12][N:11]=[C:10]1[S:21][CH2:22][CH2:23][CH3:24].C(=O)([O-])[O-].[K+].[K+]>O.CO>[Cl:1][C:2]1[CH:7]=[CH:6][CH:5]=[CH:4][C:3]=1[CH2:8][N:9]1[C:13]([CH:14]([CH3:20])[C:15]([OH:17])=[O:16])=[CH:12][N:11]=[C:10]1[S:21][CH2:22][CH2:23][CH3:24] |f:1.2.3|. Product: ClC1=C(C=CC=C1)CN1C(=NC=C1C(C(=O)O)C)SCCC (2-[1-{(2-chlorophenyl)methyl}-2-propylthio-1H-imidazol-5-yl]propionic acid). Reported procedure: A solution of ethyl 2-[1-{(2-chlorophenyl)methyl}-2-propylthio-1H-imidazol-5-yl]propionate (0.71 g, 1.94 mmol) in water (10 mL) and methanol (5 mL) was treated with potassium carbonate (0.51 g, 3.7 mmol). The reaction mixture was refluxed on a steam bath for 2 hours, the methanol was evaporated, the aqueous layer was washed with diethyl ether, cooled in ice, and adjusted to pH 3.4 with aqueous hydrochloric acid solution. The resulting gummy solid was extracted into methylene chloride, washed wit... Solvent: O (water), CO (methanol). Starting materials: ClC1=C(C=CC=C1)CN1C(=NC=C1C(C(=O)OCC)C)SCCC (ethyl 2-[1-{(2-chlorophenyl)methyl}-2-propylthio-1H-imidazol-5-yl]propionate), C([O-])([O-])=O.[K+].[K+] (potassium carbonate). Starting materials: O.[OH-].[Li+] (Lithium hydroxide monohydrate), COC(C1=CC(=CC=C1)NC(=O)C1=NN(N=C1COC1=CC=CC=C1)C1=C(C=CC=C1Cl)Cl)=O (3-{[2-(2,6-Dichloro-phenyl)-5-phenoxymethyl-2H-[1,2,3]triazole-4-carbonyl]-amino}-benzoic acid methyl ester). Run in C1CCOC1.O (THF water). Run at time 18 hour. Product: ClC1=C(C(=CC=C1)Cl)N1N=C(C(=N1)C(=O)NC=1C=C(C(=O)O)C=CC1)COC1=CC=CC=C1 (3-{[2-(2,6-Dichloro-phenyl)-5-phenoxymethyl-2H-[1,2,3]triazole-4-carbonyl]-amino}-benzoic acid). Isolated yield 94.6%. As a reaction SMILES: O.[OH-].[Li+].C[O:5][C:6](=[O:37])[C:7]1[CH:12]=[CH:11][CH:10]=[C:9]([NH:13][C:14]([C:16]2[C:20]([CH2:21][O:22][C:23]3[CH:28]=[CH:27][CH:26]=[CH:25][CH:24]=3)=[N:19][N:18]([C:29]3[C:34]([Cl:35])=[CH:33][CH:32]=[CH:31][C:30]=3[Cl:36])[N:17]=2)=[O:15])[CH:8]=1>C1COCC1.O>[Cl:36][C:30]1[CH:31]=[CH:32][CH:33]=[C:34]([Cl:35])[C:29]=1[N:18]1[N:17]=[C:16]([C:14]([NH:13][C:9]2[CH:8]=[C:7]([CH:12]=[CH:11][CH:10]=2)[C:6]([OH:37])=[O:5])=[O:15])[C:20]([CH2:21][O:22][C:23]2[CH:28]=[CH:27][CH:26]=[CH:25][CH:24]=2)=[N:19]1 |f:0.1.2,4.5|. Procedure: Lithium hydroxide monohydrate (386 mg, 9.20 mmol) was added to a solution of the product from step d (915 mg, 1.84 mmol) in THF/water (18 mL each). The reaction mixture was stirred at ambient temperature for 18 h. The reaction mixture was partitioned between ethyl acetate (40 mL) and 2M aqueous hydrochloric acid (40 mL). The aqueous phase was discarded and the organic phase was washed with brine (40 mL) and dried (MgSO4). The filtrate was evaporated to yield the title compound (841 mg, 95%). 1H ... The reactants are ClC1=C(C=NC2=CC=C(C=C12)[N+](=O)[O-])C#N (4-chloro-6-nitro-3-quinolinecarbonitrile), ClC=1C=C(N)C=CC1SC=1N(C=CN1)C (3-chloro-4-(1-methyl-1H-imidazol-2-ylsulfanyl)-aniline). Run in C(C)O (ethanol). Yields the product ClC=1C=C(C=CC1SC=1N(C=CN1)C)NC1=C(C=NC2=CC=C(C=C12)[N+](=O)[O-])C#N (4-[3-Chloro-4-(1-methyl-1H-imidazol-2-ylsulfanyl)-phenylamino]-6-nitro-quinoline-3-carbonitrile). Yield: 62.8%. RXN SMILES: Cl[C:2]1[C:11]2[C:6](=[CH:7][CH:8]=[C:9]([N+:12]([O-:14])=[O:13])[CH:10]=2)[N:5]=[CH:4][C:3]=1[C:15]#[N:16].[Cl:17][C:18]1[CH:19]=[C:20]([CH:22]=[CH:23][C:24]=1[S:25][C:26]1[N:27]([CH3:31])[CH:28]=[CH:29][N:30]=1)[NH2:21]>C(O)C>[Cl:17][C:18]1[CH:19]=[C:20]([NH:21][C:2]2[C:11]3[C:6](=[CH:7][CH:8]=[C:9]([N+:12]([O-:14])=[O:13])[CH:10]=3)[N:5]=[CH:4][C:3]=2[C:15]#[N:16])[CH:22]=[CH:23][C:24]=1[S:25][C:26]1[N:27]([CH3:31])[CH:28]=[CH:29][N:30]=1. Procedure: A mixture of 5.00 g (21.5 mmol) 4-chloro-6-nitro-3-quinolinecarbonitrile, 250 ml ethanol, and 6.18 g (25.8 mmol) 3-chloro-4-(1-methyl-1H-imidazol-2-ylsulfanyl)-aniline (WO-9615118) was heated to reflux under N2. Removed heat at 3½ hours and made basic with a solution of saturated sodium bicarbonate. Stripped solvents and azeotroped with ethanol. Slurried residue with hexane and collected solids. Washed with water, dried in vacuo. Boiled solids in hexane to remove excess aniline, air dried. Boile...